Dataset: the Open Reaction Database (ORD), a public repository of structured organic reaction records. Task: describe an organic reaction: reactants, conditions, products, and yield Starting materials: O=C=Nc1ccccc1[N+](=O)[O-], CC(C)C(=O)Nc1cccc(C2CCN(CCC(N)c3ccccc3)CC2)c1. Product: CC(C)C(=O)Nc1cccc(C2CCN(CCC(NC(=O)Nc3ccccc3[N+](=O)[O-])c3ccccc3)CC2)c1. RXN SMILES: [N:1](=[C:2]=[O:3])[c:4]1[c:5]([N+:10](=[O:11])[O-:12])[cH:6][cH:7][cH:8][cH:9]1.[NH2:13][CH:14]([CH2:15][CH2:16][N:17]1[CH2:18][CH2:19][CH:20]([c:23]2[cH:24][c:25]([NH:29][C:30]([CH:31]([CH3:32])[CH3:33])=[O:34])[cH:26][cH:27][cH:28]2)[CH2:21][CH2:22]1)[c:35]1[cH:36][cH:37][cH:38][cH:39][cH:40]1>>[NH:1]([C:2](=[O:3])[NH:13][CH:14]([CH2:15][CH2:16][N:17]1[CH2:18][CH2:19][CH:20]([c:23]2[cH:24][c:25]([NH:29][C:30]([CH:31]([CH3:32])[CH3:33])=[O:34])[cH:26][cH:27][cH:28]2)[CH2:21][CH2:22]1)[c:35]1[cH:36][cH:37][cH:38][cH:39][cH:40]1)[c:4]1[c:5]([N+:10](=[O:11])[O-:12])[cH:6][cH:7][cH:8][cH:9]1.